Dataset: the Open Reaction Database (ORD), a public repository of structured organic reaction records. Task: describe an organic reaction: reactants, conditions, products, and yield Reactants: NC1=NC=2C=C(C=CC2C2=C1N=C(N2CC(C)(C)NC(=O)NC(C)C)COCC)OCCCCCCNC(OC(C)(C)C)=O (tert-butyl 6-{[4-amino-2-(ethoxymethyl)-1-(2-{[(isopropylamino)carbonyl]amino}-2-methylpropyl)-1H-imidazo[4,5-c]quinolin-7-yl]oxy}hexylcarbamate), C(C)O (ethanol). Solvent: Cl (HCl). The product is NC1=NC=2C=C(C=CC2C2=C1N=C(N2CC(C)(C)NC(=O)NC(C)C)COCC)OCCCCCCN (N-{2-[4-amino-7-[(6-aminohexyl)oxy]-2-(ethoxymethyl)-1H-imidazo[4,5-c]quinolin-1-yl]-1,1-dimethylethyl}-N′-isopropylurea). Isolated yield 84.8%. RXN SMILES: [NH2:1][C:2]1[C:11]2[N:12]=[C:13]([CH2:26][O:27][CH2:28][CH3:29])[N:14]([CH2:15][C:16]([NH:19][C:20]([NH:22][CH:23]([CH3:25])[CH3:24])=[O:21])([CH3:18])[CH3:17])[C:10]=2[C:9]2[CH:8]=[CH:7][C:6]([O:30][CH2:31][CH2:32][CH2:33][CH2:34][CH2:35][CH2:36][NH:37]C(=O)OC(C)(C)C)=[CH:5][C:4]=2[N:3]=1.C(O)C>Cl>[NH2:1][C:2]1[C:11]2[N:12]=[C:13]([CH2:26][O:27][CH2:28][CH3:29])[N:14]([CH2:15][C:16]([NH:19][C:20]([NH:22][CH:23]([CH3:25])[CH3:24])=[O:21])([CH3:17])[CH3:18])[C:10]=2[C:9]2[CH:8]=[CH:7][C:6]([O:30][CH2:31][CH2:32][CH2:33][CH2:34][CH2:35][CH2:36][NH2:37])=[CH:5][C:4]=2[N:3]=1. Procedure: A solution of tert-butyl 6-{[4-amino-2-(ethoxymethyl)-1-(2-{[(isopropylamino)carbonyl]amino}-2-methylpropyl)-1H-imidazo[4,5-c]quinolin-7-yl]oxy}hexylcarbamate (4.20 g, 6.84 mmol) in 3 M HCl in ethanol (50 mL, 150 mmol) was heated at reflux for five minutes, then was allowed to cool to room temperature and was concentrated under reduced pressure. The resulting orange solid was dissolved water and the solution was washed with dichloromethane (2×). The aqueous layer was treated with ammonium hydrox...